Dataset: the Open Reaction Database (ORD), a public repository of structured organic reaction records. Task: describe an organic reaction: reactants, conditions, products, and yield Starting materials: FC(C=1C=C(C=C(C1)C(F)(F)F)C1=CCN(CC1)C(=O)OC(C)(C)C)(F)F (tert-butyl 4-(3,5-bis(trifluoromethyl)phenyl)-5,6-dihydropyridine-1(2H)-carboxylate), Cl (HCl). Run in C(Cl)Cl (CH2Cl2), C(Cl)Cl (CH2Cl2), CCOCC (Et2O). Run at time 18 hour. Yields the product Cl.FC(C=1C=C(C=C(C1)C(F)(F)F)C=1CCNCC1)(F)F (4-(3,5-bis(trifluoromethyl)phenyl)-1,2,3,6-tetrahydropyridine hydrochloride). Yield: 60.0%. As a reaction SMILES: [F:1][C:2]([F:27])([F:26])[C:3]1[CH:4]=[C:5]([C:13]2[CH2:18][CH2:17][N:16](C(OC(C)(C)C)=O)[CH2:15][CH:14]=2)[CH:6]=[C:7]([C:9]([F:12])([F:11])[F:10])[CH:8]=1.[ClH:28]>C(Cl)Cl.CCOCC>[ClH:28].[F:27][C:2]([F:1])([F:26])[C:3]1[CH:4]=[C:5]([C:13]2[CH2:18][CH2:17][NH:16][CH2:15][CH:14]=2)[CH:6]=[C:7]([C:9]([F:11])([F:12])[F:10])[CH:8]=1 |f:4.5|. Reported procedure: To a solution of tert-butyl 4-(3,5 bis(trifluoromethyl)phenyl)-5,6-dihydropyridine-1(2H)-carboxylate (18, 0.891 g, 2.25 mmol) in CH2Cl2 (13.5 mL) in CH2Cl2 (11 mL) was added HCl (2.0 N solution in Et2O, 11.0 mL) and the mixture stirred at ambient temperature for 18 h. The reaction mixture was diluted with Et2O (30 mL), and the resulting precipitate was collected by filtration to provide 4-(3,5-bis(trifluoromethyl)phenyl)-1,2,3,6-tetrahydropyridine hydrochloride (19) as a white solid (0.452 g, 60...